Dataset: the Open Reaction Database (ORD), a public repository of structured organic reaction records. Task: describe an organic reaction: reactants, conditions, products, and yield Reactants: NC(CCCCC(=O)OC)C1=C(C=CC=C1OC)OC (methyl 6-amino-6-(2,6-dimethoxyphenyl)hexanoate), C1(=CC=CC=C1)C=1C=C(C=O)C=CN1 (2-phenylisonicotinaldehyde). Product: COC1=C(C(=CC=C1)OC)C1CCCCC(N1CC1=CC(=NC=C1)C1=CC=CC=C1)=O (7-(2,6-dimethoxyphenyl)-1-((2-phenylpyridin-4-yl)methyl)azepan-2-one). RXN SMILES: [NH2:1][CH:2]([C:11]1[C:16]([O:17][CH3:18])=[CH:15][CH:14]=[CH:13][C:12]=1[O:19][CH3:20])[CH2:3][CH2:4][CH2:5][CH2:6][C:7]([O:9]C)=O.[C:21]1([C:27]2[CH:28]=[C:29]([CH:32]=[CH:33][N:34]=2)[CH:30]=O)[CH:26]=[CH:25][CH:24]=[CH:23][CH:22]=1>>[CH3:20][O:19][C:12]1[CH:13]=[CH:14][CH:15]=[C:16]([O:17][CH3:18])[C:11]=1[CH:2]1[N:1]([CH2:30][C:29]2[CH:32]=[CH:33][N:34]=[C:27]([C:21]3[CH:22]=[CH:23][CH:24]=[CH:25][CH:26]=3)[CH:28]=2)[C:7](=[O:9])[CH2:6][CH2:5][CH2:4][CH2:3]1. Reported procedure: Prepared according to the described general procedure 1 (GP1) by reaction of methyl 6-amino-6-(2,6-dimethoxyphenyl)hexanoate with 2-phenylisonicotinaldehyde. Subsequent purification by preparative HPLC afforded the target compound. LC-MS (conditions A): tR=0.68 min.; [M+H]+: 417.21 g/mol. Starting materials: C(C)(C)C1=C(N=C(S1)C)C1=CC=C(C=C1)OC (5-isopropyl-4-(4-methoxy-phenyl)-2-methyl-thiazole), Br(=O)(=O)O (bromic acid), [C-]#N.[Na+] (sodium cyanide), B(F)(F)F (boron trifluoride). Reagents/catalysts: [I-].C(CCC)[N+](CCCC)(CCCC)CCCC (tetrabutylammonium iodide). Solvent: C(C)OCC (diethylether), CS(=O)C (dimethylsulfoxide), C(C)(=O)O (acetic acid). Product: C(C)(C)C1=C(N=C(S1)C)C1=CC=C(C=C1)O (4-(5-isopropyl-2-methyl-1,3-thiazol-4-yl)-phenol). As a reaction SMILES: [CH:1]([C:4]1[S:8][C:7]([CH3:9])=[N:6][C:5]=1[C:10]1[CH:15]=[CH:14][C:13]([O:16]C)=[CH:12][CH:11]=1)([CH3:3])[CH3:2].Br(O)(=O)=O.[C-]#N.[Na+].B(F)(F)F>[I-].C([N+](CCCC)(CCCC)CCCC)CCC.C(OCC)C.CS(C)=O.C(O)(=O)C>[CH:1]([C:4]1[S:8][C:7]([CH3:9])=[N:6][C:5]=1[C:10]1[CH:11]=[CH:12][C:13]([OH:16])=[CH:14][CH:15]=1)([CH3:3])[CH3:2] |f:2.3,5.6|. Reported procedure: In the fourth step, the compound (5) prepared in the third step is reacted with bromic acid and acetic acid, sodium cyanide and dimethylsulfoxide, or tetrabutylammonium iodide and boron trifluoride.diethylether, to afford 4-(5-isopropyl-2-methyl-1,3-thiazol-4-yl)-phenol (6). Conventionally, ethanethiol is used, whereby offensive odors occur and reagent handling is difficult to the extent of being unsuitable for use in mass production. However, in the present invention, the use of the compound (5... Starting materials: O.NN (hydrazine hydrate), O (H2O), [N+](=O)([O-])C1=CC=C(OCC2=NC3=CC=CC=C3C=C2)C=C1 (2-(4-nitrophenoxymethyl)quinoline). Reagents/catalysts: [Ni] (Raney nickel). Run in CO.O1CCCC1 (methanol tetrahydrofuran). Conditions: temperature 35 celsius, time 8 hour. Product: NC1=CC=C(OCC2=NC3=CC=CC=C3C=C2)C=C1 (2-(4-Aminophenoxymethyl)quinoline). As a reaction SMILES: [N+:1]([C:4]1[CH:21]=[CH:20][C:7]([O:8][CH2:9][C:10]2[CH:19]=[CH:18][C:17]3[C:12](=[CH:13][CH:14]=[CH:15][CH:16]=3)[N:11]=2)=[CH:6][CH:5]=1)([O-])=O.O.NN.O>CO.O1CCCC1.[Ni]>[NH2:1][C:4]1[CH:5]=[CH:6][C:7]([O:8][CH2:9][C:10]2[CH:19]=[CH:18][C:17]3[C:12](=[CH:13][CH:14]=[CH:15][CH:16]=3)[N:11]=2)=[CH:20][CH:21]=1 |f:1.2,4.5|. Procedure: 117.8 g (0.42 mol) of 2-(4-nitrophenoxymethyl)quinoline were dissolved in 1 l of methanol/tetrahydrofuran (1:1). About 5 g of Raney nickel were then added and the mixture was warmed to 35° C. 63.1 g (1.26 mol) of hydrazine hydrate ×H2O were then added dropwise and the mixture was stirred overnight. The residue was filtered off, the solution was concentrated in vacuo and the residue was taken up with methylene chloride. The mixture was then washed with water and conc. hydrochloric acid was added ... Reactants: C1CCOC1, CO, O=C(O)Cc1ccc(O)c(F)c1. Yields the product COC(=O)Cc1ccc(O)c(F)c1. RXN SMILES: [CH2:13]1[O:14][CH2:15][CH2:16][CH2:17]1.[CH3:18][OH:19].[F:1][c:2]1[cH:3][c:4]([CH2:9][C:10](=[O:11])[OH:12])[cH:5][cH:6][c:7]1[OH:8]>>[F:1][c:2]1[cH:3][c:4]([CH2:9][C:10](=[O:11])[O:12][CH3:13])[cH:5][cH:6][c:7]1[OH:8]. The reactants are CCc1oc2ccccc2c1S(=O)(=O)Cl, C1CCOC1, Cc1noc(N)c1Cl, [H-], [Na+]. The product is CCc1oc2ccccc2c1S(=O)(=O)Nc1onc(C)c1Cl. RXN SMILES: [CH2:11]([CH3:12])[c:13]1[c:14]([S:22](=[O:23])(=[O:24])[Cl:25])[c:15]2[c:16]([o:17]1)[cH:18][cH:19][cH:20][cH:21]2.[CH2:26]1[O:27][CH2:28][CH2:29][CH2:30]1.[Cl:1][c:2]1[c:3]([CH3:8])[n:4][o:5][c:6]1[NH2:7].[H-:10].[Na+:9]>>[Cl:1][c:2]1[c:3]([CH3:8])[n:4][o:5][c:6]1[NH:7][S:22]([c:14]1[c:13]([CH2:11][CH3:12])[o:17][c:16]2[c:15]1[cH:21][cH:20][cH:19][cH:18]2)(=[O:23])=[O:24]. The reactants are ClCCl, O=C(Cl)Cl, Nc1ccc(-n2nc(C(F)(F)F)cc2C(F)(F)F)cc1. Product: O=C=Nc1ccc(-n2nc(C(F)(F)F)cc2C(F)(F)F)cc1. As a reaction SMILES: [CH2:25]([Cl:26])[Cl:27].[Cl:21][C:22]([Cl:23])=[O:24].[NH2:1][c:2]1[cH:3][cH:4][c:5](-[n:8]2[n:9][c:10]([C:17]([F:18])([F:19])[F:20])[cH:11][c:12]2[C:13]([F:14])([F:15])[F:16])[cH:6][cH:7]1>>[N:1]([c:2]1[cH:3][cH:4][c:5](-[n:8]2[n:9][c:10]([C:17]([F:18])([F:19])[F:20])[cH:11][c:12]2[C:13]([F:14])([F:15])[F:16])[cH:6][cH:7]1)=[C:22]=[O:24]. RXN SMILES: [Cl:1]N1C(=O)CCC1=O.[CH2:9]([N:11]1[C:19]2[C:14](=[C:15]([CH2:20][N:21]3[C:27](=[O:28])[C@@H:26]([NH:29][C:30](=[O:42])[C@@H:31]([N:33]([CH3:41])[C:34](=[O:40])[O:35][C:36]([CH3:39])([CH3:38])[CH3:37])[CH3:32])[CH2:25][O:24][C:23]4[CH:43]=[CH:44][CH:45]=[CH:46][C:22]3=4)[CH:16]=[CH:17][CH:18]=2)[CH:13]=[CH:12]1)[CH3:10]>CN(C=O)C.C([O-])(O)=O.[Na+]>[Cl:1][C:13]1[C:14]2[C:19](=[CH:18][CH:17]=[CH:16][C:15]=2[CH2:20][N:21]2[C:27](=[O:28])[C@@H:26]([NH:29][C:30](=[O:42])[C@@H:31]([N:33]([CH3:41])[C:34](=[O:40])[O:35][C:36]([CH3:39])([CH3:38])[CH3:37])[CH3:32])[CH2:25][O:24][C:23]3[CH:43]=[CH:44][CH:45]=[CH:46][C:22]2=3)[N:11]([CH2:9][CH3:10])[CH:12]=1 |f:3.4|. Starting materials: ClN1C(CCC1=O)=O (N-chlorosuccinimide), C(C)N1C=CC2=C(C=CC=C12)CN1C2=C(OC[C@@H](C1=O)NC([C@H](C)N(C(OC(C)(C)C)=O)C)=O)C=CC=C2 (tert-butyl (S)-1-((S)-5-((1-ethyl-1H-indol-4-yl)methyl)-4-oxo-2,3,4,5-tetrahydrobenzo[b][1,4]oxazepin-3-ylamino)-1-oxopropan-2-yl(methyl)carbamate). Procedure: A solution of N-chlorosuccinimide (NCS, 17.2 mg, 129 μmol, Eq: 1.00) in DMF (2 mL) was added dropwise to a solution of tert-butyl (S)-1-((S)-5-((1-ethyl-1H-indol-4-yl)methyl)-4-oxo-2,3,4,5-tetrahydrobenzo[b][1,4]oxazepin-3-ylamino)-1-oxopropan-2-yl(methyl)carbamate (67 mg, 129 μmol, Eq: 1.00) in DMF (12 mL) at 0° C. After 2 h at 0° C. the mixture was diluted with sat. NaHCO3 and extracted with EtOAc. The combined extracts were washed with H2O, concentrated and the residue was purified by prepara... The solvent is CN(C)C=O (DMF), CN(C)C=O (DMF), C(=O)(O)[O-].[Na+] (NaHCO3). The yield is 90.8%. Product: ClC1=CN(C2=CC=CC(=C12)CN1C2=C(OC[C@@H](C1=O)NC([C@H](C)N(C(OC(C)(C)C)=O)C)=O)C=CC=C2)CC (tert-butyl (S)-1-((S)-5-((3-chloro-1-ethyl-1H-indol-4-yl)methyl)-4-oxo-2,3,4,5-tetrahydrobenzo[b][1,4]oxazepin-3-ylamino)-1-oxopropan-2-yl(methyl)carbamate). Isolated yield 95.9%. Reactants: [OH-].[Na+] (sodium hydroxide), C(C)C1=NN2C(C(=CC=C2OC)C=O)=C1 (2-ethyl-7-methoxy-pyrazolo[1,5-a]pyridine-4-carboaldehyde). RXN SMILES: [OH-:1].[Na+].[CH2:3]([C:5]1[CH:17]=[C:8]2[C:9]([CH:15]=[O:16])=[CH:10][CH:11]=[C:12]([O:13][CH3:14])[N:7]2[N:6]=1)[CH3:4]>[N+]([O-])([O-])=O.[Ag+]>[CH2:3]([C:5]1[CH:17]=[C:8]2[C:9]([C:15]([OH:1])=[O:16])=[CH:10][CH:11]=[C:12]([O:13][CH3:14])[N:7]2[N:6]=1)[CH3:4] |f:0.1,3.4|. Reagents/catalysts: [N+](=O)([O-])[O-].[Ag+] (silver nitrate). Procedure details: An aqueous suspension (526 mL) of silver nitrate (22.28 g) and sodium hydroxide (10.86 g, 15.1) was added to the compound of Example 347 (10.76 g). The mixture was stirred at room temperature for 1.5 hours. Subsequently, the insoluble material in the mixture was removed by filtration through Celite. The filtrate was washed with diethyl ether. Diluted hydrochloric acid was then added to the aqueous layer to make it acidic. The mixture was then extracted with ethyl acetate and the organic layer wa... Run at time 1.5 hour. The product is C(C)C1=NN2C(C(=CC=C2OC)C(=O)O)=C1 (2-ethyl-7-methoxy-pyrazolo[1,5-a]pyridine-4-carboxylic acid).